This data is from the Open Reaction Database (ORD), a public repository of structured organic reaction records. The task is: describe an organic reaction: reactants, conditions, products, and yield Starting materials: NC1=C(C=C(C(=O)O)C=C1)OC(F)(F)F (4-amino-3-trifluoromethoxy-benzoic acid), NC1CCN(CC1)C (4-amino-1-methyl-piperidine), C(C)N(C(C)C)C(C)C (ethyldiisopropyl amine), 1-(di-1-pyrrolidinylmethylene)-1H-benzotriazolium 3-oxide hexafluorophosphate. Solvent: ice water, C([O-])([O-])=O.[Na+].[Na+] (sodium carbonate), CN(C=O)C (dimethylformamide), CN(C=O)C (dimethylformamide). Conditions: time 2 hour. Yields the product NC1=C(C=C(C(=O)NC2CCN(CC2)C)C=C1)OC(F)(F)F (4-amino-N-(1-methyl-piperidin-4-yl)-3-trifluoromethoxy-benzamide). The yield is 95.9%. As a reaction SMILES: [NH2:1][C:2]1[CH:10]=[CH:9][C:5]([C:6]([OH:8])=O)=[CH:4][C:3]=1[O:11][C:12]([F:15])([F:14])[F:13].[NH2:16][CH:17]1[CH2:22][CH2:21][N:20]([CH3:23])[CH2:19][CH2:18]1.C(N(C(C)C)C(C)C)C>CN(C)C=O.C(=O)([O-])[O-].[Na+].[Na+]>[NH2:1][C:2]1[CH:10]=[CH:9][C:5]([C:6]([NH:16][CH:17]2[CH2:22][CH2:21][N:20]([CH3:23])[CH2:19][CH2:18]2)=[O:8])=[CH:4][C:3]=1[O:11][C:12]([F:15])([F:14])[F:13] |f:4.5.6|. Procedure: To a solution of 0.5 g (2.3 mmole) of 4-amino-3-trifluoromethoxy-benzoic acid, 0.31 g (2.8 mmole) of 4-amino-1-methyl-piperidine, 1.2 mL (69 mmole) of ethyldiisopropyl amine and 4 mL of dimethylformamide was added the solution of 1.2 g (2.8 mmole) of 1-(di-1-pyrrolidinylmethylene)-1H-benzotriazolium 3-oxide hexafluorophosphate in 2 mL of dimethylformamide. The mixture was stirred at room temperature for 2 hour, then diluted with ice water and saturated sodium carbonate. The mixture was extracted...